This data is from the Open Reaction Database (ORD), a public repository of structured organic reaction records. The task is: describe an organic reaction: reactants, conditions, products, and yield Reactants: C(C)OC(/C(=C/C(=O)C1=CC(=C(C=C1)Cl)Cl)/O)=O ((Z)-4-(3,4-dichloro-phenyl)-2-hydroxy-4-oxo-but-2-enoic acid ethyl ester), CNN (methylhydrazine). Solvent: C(C)O (ethanol). The product is C(C)OC(=O)C=1N(N=C(C1)C1=CC(=C(C=C1)Cl)Cl)C (5-(3,4-dichloro-phenyl)-2-methyl-2H-pyrazole-3-carboxylic acid ethyl ester), C(C)OC(=O)C1=NN(C(=C1)C1=CC(=C(C=C1)Cl)Cl)C (5-(3,4-dichloro-phenyl)-1-methyl-1H-pyrazole-3-carboxylic acid ethyl ester). As a reaction SMILES: [CH2:1]([O:3][C:4](=[O:18])/[C:5](/O)=[CH:6]/[C:7]([C:9]1[CH:14]=[CH:13][C:12]([Cl:15])=[C:11]([Cl:16])[CH:10]=1)=O)[CH3:2].[CH3:19][NH:20][NH2:21]>C(O)C>[CH2:1]([O:3][C:4]([C:5]1[N:20]([CH3:19])[N:21]=[C:7]([C:9]2[CH:14]=[CH:13][C:12]([Cl:15])=[C:11]([Cl:16])[CH:10]=2)[CH:6]=1)=[O:18])[CH3:2].[CH2:1]([O:3][C:4]([C:5]1[CH:6]=[C:7]([C:9]2[CH:14]=[CH:13][C:12]([Cl:15])=[C:11]([Cl:16])[CH:10]=2)[N:20]([CH3:19])[N:21]=1)=[O:18])[CH3:2]. Procedure details: In analogy to the procedure described for example 4 b], (Z)-4-(3,4-dichloro-phenyl)-2-hydroxy-4-oxo-but-2-enoic acid ethyl ester was reacted with methylhydrazine in ethanol under reflux conditions to give 5-(3,4-dichloro-phenyl)-2-methyl-2H-pyrazole-3-carboxylic acid ethyl ester as colorless crystals and 5-(3,4-dichloro-phenyl)-1-methyl-1H-pyrazole-3-carboxylic acid ethyl ester as colorless crystals. Starting materials: OC=1C=C(C=CC1)B(O)O (3-hydroxyphenyl boronic acid), C([O-])([O-])=O.[Na+].[Na+] (sodium carbonate), ClC1=CN=C2C(=N1)N=C(C=C2)NC(=O)NCC (1-(3-chloropyrido[2,3-b]pyrazine-6-yl)-3-ethyl-urea), CN(C=O)C.O (dimethylformamide water), raw product. The reagents and catalysts are [Pd].C1(=CC=CC=C1)P(C1=CC=CC=C1)C1=CC=CC=C1.C1(=CC=CC=C1)P(C1=CC=CC=C1)C1=CC=CC=C1.C1(=CC=CC=C1)P(C1=CC=CC=C1)C1=CC=CC=C1.C1(=CC=CC=C1)P(C1=CC=CC=C1)C1=CC=CC=C1 (tetrakis(triphenylphosphine) palladium(0)). Run in O (water), ClCCl (dichloromethane), C(Cl)Cl (DCM). Reaction conditions: temperature 90 celsius, time 4 hour. Yields the product C(C)NC(=O)NC=1C=CC=2C(=NC(=CN2)C2=CC(=CC=C2)O)N1 (1-ethyl-3-[3-(3-hydroxy-phenyl)-pyrido[2,3-b]pyrazine-6-yl]-urea). As a reaction SMILES: Cl[C:2]1[N:7]=[C:6]2[N:8]=[C:9]([NH:12][C:13]([NH:15][CH2:16][CH3:17])=[O:14])[CH:10]=[CH:11][C:5]2=[N:4][CH:3]=1.CN(C)C=O.O.[OH:24][C:25]1[CH:26]=[C:27](B(O)O)[CH:28]=[CH:29][CH:30]=1.C(=O)([O-])[O-].[Na+].[Na+]>C(Cl)Cl.[Pd].C1(P(C2C=CC=CC=2)C2C=CC=CC=2)C=CC=CC=1.C1(P(C2C=CC=CC=2)C2C=CC=CC=2)C=CC=CC=1.C1(P(C2C=CC=CC=2)C2C=CC=CC=2)C=CC=CC=1.C1(P(C2C=CC=CC=2)C2C=CC=CC=2)C=CC=CC=1.O>[CH2:16]([NH:15][C:13]([NH:12][C:9]1[CH:10]=[CH:11][C:5]2[C:6]([N:8]=1)=[N:7][C:2]([C:29]1[CH:28]=[CH:27][CH:26]=[C:25]([OH:24])[CH:30]=1)=[CH:3][N:4]=2)=[O:14])[CH3:17] |f:1.2,4.5.6,8.9.10.11.12|. Procedure details: 100 mg 1-(3-chloropyrido[2,3-b]pyrazine-6-yl)-3-ethyl-urea (0.40 mmol) was presented in a dimethylformamide/water mixture under nitrogen as protective gas. Then 60.3 mg 3-hydroxyphenyl boronic acid (0.44 mmol), 126 mg sodium carbonate (1.19 mmol) and 23 mg tetrakis(triphenylphosphine) palladium(0) (0.02 mmol) were added. The reaction mixture was stirred at 90° C. for 4 hours. The mixture was filled with water for reprocessing and the deposited solid rewashed with dichloromethane. The resulting r... Starting materials: CC1=CN=CC2=CC=CC=C12 (4-Methylisoquinoline), BrN1C(CCC1=O)=O (N-bromosuccinimide), N (ammonia). Solvent: S(O)(O)(=O)=O (sulfuric acid). Conditions: time 2 hour. Product: BrC1=C2C(=CN=CC2=CC=C1)C (5-bromo-4-methylisoquinoline). RXN SMILES: [CH3:1][C:2]1[C:11]2[C:6](=[CH:7][CH:8]=[CH:9][CH:10]=2)[CH:5]=[N:4][CH:3]=1.[Br:12]N1C(=O)CCC1=O.N>S(=O)(=O)(O)O>[Br:12][C:10]1[CH:9]=[CH:8][CH:7]=[C:6]2[C:11]=1[C:2]([CH3:1])=[CH:3][N:4]=[CH:5]2. Procedure details: 4-Methylisoquinoline (0.1 ml, synthesized according to the method described in Tetrahedron. Lett. 34, 45, 7239 (1993)) was dissolved in concentrated sulfuric acid (1 ml), then added with N-bromosuccinimide (125 mg) with ice cooling and stirred for 2 hours. The reaction mixture was added with 28% aqueous ammonia (5 ml) and extracted twice with dichloromethane (10 ml for each time). The organic layer was dried over anhydrous sodium sulfate, and then the solvent was evaporated under reduced pressur... The reactants are C[C@H]1C[C@@H]2[C@@](NOC2)(CO1)C=1C=C(C#N)C=CC1 (3-[(3aR,5S,7aS)-5-Methyltetrahydro-1H-pyrano[3,4-c][1,2]oxazol-7a(7H)-yl]benzonitrile), N[C@]1(CO[C@H](C[C@H]1CO)C)C=1C=C(C#N)C=CC1Cl (3-[(3S,4R,6S)-3-amino-4-(hydroxymethyl)-6-methyltetrahydro-2H-pyran-3-yl]-4-chlorobenzonitrile). Yields the product N[C@]1(CO[C@H](C[C@H]1CO)C)C=1C=C(C#N)C=CC1 (3-[(3S,4R,6S)-3-amino-4-(hydroxymethyl)-6-methyltetrahydro-2H-pyran-3-yl]benzonitrile). Reaction SMILES: [CH3:1][C@@H:2]1[O:10][CH2:9][C@:5]2([C:11]3[CH:12]=[C:13]([CH:16]=[CH:17][CH:18]=3)[C:14]#[N:15])[NH:6][O:7][CH2:8][C@@H:4]2[CH2:3]1.N[C@]1(C2C=C(C=CC=2Cl)C#N)[C@H](CO)C[C@H](C)OC1>>[NH2:6][C@:5]1([C:11]2[CH:12]=[C:13]([CH:16]=[CH:17][CH:18]=2)[C:14]#[N:15])[C@H:4]([CH2:8][OH:7])[CH2:3][C@H:2]([CH3:1])[O:10][CH2:9]1. Procedure details: 3-[(3aR,5S,7aS)-5-Methyltetrahydro-1H-pyrano[3,4-c][1,2]oxazol-7a(7H)-yl]benzonitrile (C21) was converted to the product using the method described for the synthesis of 3-[(3S,4R,6S)-3-amino-4-(hydroxymethyl)-6-methyltetrahydro-2H-pyran-3-yl]-4-chlorobenzonitrile (C18) in Example 6. The resulting product was used in the next step without further purification. Yield: 105 mg, 0.426 mmol, 60%. LCMS m/z 247.1 [M+H+]. The reactants are compound 4, Cl (HCl), COC=1C=C(C=CC1OC)[C@@H](C)N1CCNCC1 ((R)-1-[1-(3,4-dimethoxy-phenyl)-ethyl]-piperazine), BrC=1C=CC(=C(C1)OC)Cl (5-Bromo-2-chloro-anisole), CC(C)([O-])C.[K+] (potassium tert-butoxide). The reagents and catalysts are C=1C=CC(=CC1)/C=C/C(=O)/C=C/C2=CC=CC=C2.C=1C=CC(=CC1)/C=C/C(=O)/C=C/C2=CC=CC=C2.C=1C=CC(=CC1)/C=C/C(=O)/C=C/C2=CC=CC=C2.[Pd].[Pd] (tris(dibenzylideneacetone)-dipalladium(0)). Solvent: C1(=CC=CC=C1)C (toluene). Run at temperature 80 celsius. Product: ClC1=C(C=C(C=C1)N1CCN(CC1)[C@H](C)C1=CC(=C(C=C1)OC)OC)OC ((R)-1-(4-Chloro-3-Methoxy-Phenyl)-4-[1-(3,4-Dimethoxy-Phenyl)-Ethyl]-Piperazine). The yield is 61.7%. Reaction SMILES: [CH3:1][O:2][C:3]1[CH:4]=[C:5]([C@H:11]([N:13]2[CH2:18][CH2:17][NH:16][CH2:15][CH2:14]2)[CH3:12])[CH:6]=[CH:7][C:8]=1[O:9][CH3:10].Br[C:20]1[CH:21]=[CH:22][C:23]([Cl:28])=[C:24]([O:26][CH3:27])[CH:25]=1.CC(C)([O-])C.[K+].Cl>C1(C)C=CC=CC=1.C1C=CC(/C=C/C(/C=C/C2C=CC=CC=2)=O)=CC=1.C1C=CC(/C=C/C(/C=C/C2C=CC=CC=2)=O)=CC=1.C1C=CC(/C=C/C(/C=C/C2C=CC=CC=2)=O)=CC=1.[Pd].[Pd]>[Cl:28][C:23]1[CH:22]=[CH:21][C:20]([N:16]2[CH2:15][CH2:14][N:13]([C@@H:11]([C:5]3[CH:6]=[CH:7][C:8]([O:9][CH3:10])=[C:3]([O:2][CH3:1])[CH:4]=3)[CH3:12])[CH2:18][CH2:17]2)=[CH:25][C:24]=1[O:26][CH3:27] |f:2.3,6.7.8.9.10|. Procedure: A quantity of 4.2 g (17 mmoles, 1 eq) of (R)-1-[1-(3,4-dimethoxy-phenyl)-ethyl]-piperazine and 4.4 g (20 mmoles, 1.2 eq) of 5-Bromo-2-chloro-anisole was dissolved in 110 mL of anhydrous toluene, and the solution is purged with N2 for 20 minutes. To the solution was added 0.33 g (0.5 mmoles, 0.03 eq) of rac-2,2′-Bis(diphenyl-phosphino)-1,1′-binapphtyl, 0.031 g (0.34 mmole, 0.02 eq) of tris(dibenzylideneacetone)-dipalladium(0) and 2.4 g (22 mmoles, 1.3 eq) of potassium tert-butoxide in order. The ... Starting materials: C(C)N(C=CC(=O)OC1=CC=C(C=C1)C1=CC=CC=C1)CC (Biphenyl-4-yl 3-(diethylamino)acrylate), N1CCCCC1 (piperidine), C(C#C)(=O)OC1=CC=C(C=C1)C1=CC=CC=C1 (Biphenyl-4-yl propiolate). Product: N1(CCCCC1)C=CC(=O)OC1=CC=C(C=C1)C1=CC=CC=C1 (Biphenyl-4-yl 3-(piperidin-1-yl)acrylate). Isolated yield 80.0%. As a reaction SMILES: [CH2:1]([N:3]([CH2:21][CH3:22])[CH:4]=[CH:5][C:6]([O:8][C:9]1[CH:14]=[CH:13][C:12]([C:15]2[CH:20]=[CH:19][CH:18]=[CH:17][CH:16]=2)=[CH:11][CH:10]=1)=[O:7])[CH3:2].N1CCCC[CH2:24]1.C(OC1C=CC(C2C=CC=CC=2)=CC=1)(=O)C#C>>[N:3]1([CH:4]=[CH:5][C:6]([O:8][C:9]2[CH:10]=[CH:11][C:12]([C:15]3[CH:16]=[CH:17][CH:18]=[CH:19][CH:20]=3)=[CH:13][CH:14]=2)=[O:7])[CH2:1][CH2:2][CH2:24][CH2:22][CH2:21]1. Procedure details: The compound 3 was prepared according to the method described for compound 2 employing piperidine (77 mg, 0.89 mmol) and compound 1 (200 mg, 0.89 mmol) to give white solid compound 3 (221 mg, 80%). 1H NMR (400 MHz, CDCl3) δ 1.67 (br s, 6H), 3.30 (s (b), 4H), 4.83 (d, J=13.1 Hz, 1H), 7.19 (d, J=8.6 Hz, 2H), 7.34 (t, J=7.2 Hz, 1H), 7.44 (t, J=7.8 Hz, 2H), 7.59 (m, 5H). HRMS ESI (m/z): Calculated for C20H21NO2 ([M+H]+): 308.1572. found: 308.1646. The reactants are ClC(Cl)Cl, [Na+], [Na+], O=C([O-])[O-], O=C(OO)c1cccc(Cl)c1, CC(C)(C)OC(=O)N1CCn2c(nc3cnc4ccccc4c32)C1. The product is CC(C)(C)OC(=O)N1CCn2c(nc3c[n+]([O-])c4ccccc4c32)C1. As a reaction SMILES: [CH:42]([Cl:43])([Cl:44])[Cl:45].[Na+:36].[Na+:37].[O-:38][C:39](=[O:40])[O-:41].[OH:1][O:2][C:3]([c:4]1[cH:5][c:6]([Cl:7])[cH:8][cH:9][cH:10]1)=[O:11].[cH:12]1[c:13]2[c:14]3[c:15]([cH:16][n:17][c:18]2[cH:19][cH:20][cH:21]1)[n:22][c:23]1[n:24]3[CH2:25][CH2:26][N:27]([C:29](=[O:30])[O:31][C:32]([CH3:33])([CH3:34])[CH3:35])[CH2:28]1>>[O-:1][n+:17]1[cH:16][c:15]2[c:14]([c:13]3[cH:12][cH:21][cH:20][cH:19][c:18]31)[n:24]1[c:23]([n:22]2)[CH2:28][N:27]([C:29](=[O:30])[O:31][C:32]([CH3:33])([CH3:34])[CH3:35])[CH2:26][CH2:25]1. Starting materials: NCC(=O)NCC1CN(C1)CC1=CC(=C(C=C1)Cl)Cl (2-Amino-N-[1-(3,4-dichloro-benzyl)-azetidin-3-ylmethyl]-acetamide), [N-]=C=O (isocyanate). Run in CN(C=O)C (dimethylformamide), CN(C=O)C (dimethylformamide), C(Cl)(Cl)Cl.CO (chloroform methanol). Run at time 8 hour. Product: ClC=1C=C(C=CC1)NC(NCC(=O)NCC1CN(C1)CC1=CC(=C(C=C1)Cl)Cl)=O (2-[3-(3-Chloro-phenyl)-ureido]-N-[1-(3,4-dichloro-benzyl)-azetidin-3-ylmethyl]-acetamide). RXN SMILES: [NH2:1][CH2:2][C:3]([NH:5][CH2:6][CH:7]1[CH2:10][N:9]([CH2:11][C:12]2[CH:17]=[CH:16][C:15]([Cl:18])=[C:14]([Cl:19])[CH:13]=2)[CH2:8]1)=[O:4].[N-:20]=[C:21]=[O:22]>CN(C)C=O.C(Cl)(Cl)Cl.CO>[Cl:18][C:15]1[CH:14]=[C:13]([NH:20][C:21](=[O:22])[NH:1][CH2:2][C:3]([NH:5][CH2:6][CH:7]2[CH2:10][N:9]([CH2:11][C:12]3[CH:17]=[CH:16][C:15]([Cl:18])=[C:14]([Cl:19])[CH:13]=3)[CH2:8]2)=[O:4])[CH:12]=[CH:17][CH:16]=1 |f:3.4|. Procedure: A solution of 2-Amino-N-[1-(3,4-dichloro-benzyl)-azetidin-3-ylmethyl]-acetamide (1 M equivalent) in dimethylformamide is treated with a solution of the isocyanate (1.5 M equivalents) in dimethylformamide and left at room temperature overnight. The reaction mixture is diluted with chloroform/methanol 50:50 and applied to a SCX-3 1 g cartridge. The cartridge is washed with chloroform methanol 50:50, and the compound eluted with a solution of 10% ammonia in methanol. The solvent is evaporated to af... Starting materials: CC1C2(CCOC2O)CCC(=C1)C (6,8-dimethyl-2-oxaspiro[4.5]dec-7-en-1-ol), CO (methanol). Product: COC1OCCC12C(C=C(CC2)C)C (1-Methoxy-6,8-dimethyl-2-oxaspiro[4.5]dec-7-ene). As a reaction SMILES: [CH3:1][CH:2]1[CH:12]=[C:11]([CH3:13])[CH2:10][CH2:9][C:3]21[CH:7]([OH:8])[O:6][CH2:5][CH2:4]2.[CH3:14]O>>[CH3:14][O:8][CH:7]1[C:3]2([CH2:9][CH2:10][C:11]([CH3:13])=[CH:12][CH:2]2[CH3:1])[CH2:4][CH2:5][O:6]1. Procedure details: The title compound was prepared from 6,8-dimethyl-2-oxaspiro[4.5]dec-7-en-1-ol and methanol according to Example 1, producing 2 isomers in a ratio of 7:3.